From a dataset of the Open Reaction Database (ORD), a public repository of structured organic reaction records. describe an organic reaction: reactants, conditions, products, and yield Reactants: ClC1=C(C=NC=C1)C=O (4chloro-3-formyl-pyridine), CCCCCC (hexane), C(=O)(C(F)(F)F)O (TFA), C(=O)(OC)C1=C(C=CC=C1)COC1=C(C=CC(=C1)OC)C1=NC=CC=C1/C=C(/C(=O)OCC)\CC1=C(C=C2C(=C1)OCO2)OC (E-Ethyl 3-[2-[(2-Carbomethoxyphenyl)methoxy-4-methoxyphenyl]-pyridin-3-yl]-2-[2-methoxy4,5-methylenedioxybenzyl]prop-2-enoate), Example 6 ( b ). Solvent: C(C)O (ethanol). Product: C(=O)(O)C1=C(C=CC=C1)COC1=C(C=CC(=C1)OC)C1=NC=CC=C1/C=C(/C(=O)O)\CC1=C(C=C2C(=C1)OCO2)OC (E-3-[2-[(2-Carboxyphenyl)methoxy-4-methoxyphenyl]-pyridin-3-yl]-2-[2-methoxy-4,5-methylenedioxybenzyl]prop-2-enoic acid). RXN SMILES: ClC1C=CN=CC=1C=O.[C:10]([C:14]1[CH:19]=[CH:18][CH:17]=[CH:16][C:15]=1[CH2:20][O:21][C:22]1[CH:27]=[C:26]([O:28][CH3:29])[CH:25]=[CH:24][C:23]=1[C:30]1[C:35](/[CH:36]=[C:37](\[CH2:43][C:44]2[CH:49]=[C:48]3[O:50][CH2:51][O:52][C:47]3=[CH:46][C:45]=2[O:53][CH3:54])/[C:38]([O:40]CC)=[O:39])=[CH:34][CH:33]=[CH:32][N:31]=1)([O:12]C)=[O:11].CCCCCC.C(O)(C(F)(F)F)=O>C(O)C>[C:10]([C:14]1[CH:19]=[CH:18][CH:17]=[CH:16][C:15]=1[CH2:20][O:21][C:22]1[CH:27]=[C:26]([O:28][CH3:29])[CH:25]=[CH:24][C:23]=1[C:30]1[C:35](/[CH:36]=[C:37](\[CH2:43][C:44]2[CH:49]=[C:48]3[O:50][CH2:51][O:52][C:47]3=[CH:46][C:45]=2[O:53][CH3:54])/[C:38]([OH:40])=[O:39])=[CH:34][CH:33]=[CH:32][N:31]=1)([OH:12])=[O:11]. Reported procedure: Following the procedures in Example 4(b)-(c) except substituting 2-chloro-3-formyl-pyridine for 4chloro-3-formyl-pyridine and for the preparation of E-Ethyl 3-[2-[(2-Carbomethoxyphenyl)methoxy-4-methoxyphenyl]-pyridin-3-yl]-2-[2-methoxy4,5-methylenedioxybenzyl]prop-2-enoate shown in Example 6 (b), the title compound was prepared as a tan solid. (58 mg, 10% ) (400 MHz, CDCl3) δ 8.67 (d, J=3.5 Hz, 1H), 8.14 (d, J=7.8 Hz, 1H) 7.72 (s, 1H), 7.49-7.37 (m, 4H), 7.14 (dd, J=8.4 Hz, 4.8 Hz 1H), 6.71 (d,... The reactants are ClC=1C=CC(=C(C1)OC)[N+](=O)[O-] (5-chloro-2-nitroanisole), CC1(OB(OC1(C)C)C=1CCN(CC1)C(=O)OC(C)(C)C)C (1,1-dimethylethyl 4-(4,4,5,5-tetramethyl-1,3,2-dioxaborolan-2-yl)-3,6-dihydro-1(2H)-pyridinecarboxylate), C(=O)([O-])[O-].[Na+].[Na+] (Na2CO3). The reagents and catalysts are Cl[Pd]([P](C1=CC=CC=C1)(C2=CC=CC=C2)C3=CC=CC=C3)([P](C4=CC=CC=C4)(C5=CC=CC=C5)C6=CC=CC=C6)Cl (bis(triphenylphosphine)palladium(II) chloride). Solvent: O1CCOCC1 (dioxane), O (H2O), CCO (EtOH). Conditions: temperature 120 celsius, time 8 hour. The product is NC1=C(C=C(C=C1)C1CCN(CC1)C(=O)OC(C)(C)C)OC (1,1-dimethylethyl 4-[4-amino-3-(methyloxy)phenyl]-1-piperidine carboxylate). Isolated yield 80.0%. As a reaction SMILES: Cl[C:2]1[CH:3]=[CH:4][C:5]([N+:10]([O-])=O)=[C:6]([O:8][CH3:9])[CH:7]=1.CC1(C)C(C)(C)OB([C:21]2[CH2:22][CH2:23][N:24]([C:27]([O:29][C:30]([CH3:33])([CH3:32])[CH3:31])=[O:28])[CH2:25][CH:26]=2)O1.C([O-])([O-])=O.[Na+].[Na+]>O1CCOCC1.O.CCO.Cl[Pd](Cl)([P](C1C=CC=CC=1)(C1C=CC=CC=1)C1C=CC=CC=1)[P](C1C=CC=CC=1)(C1C=CC=CC=1)C1C=CC=CC=1>[NH2:10][C:5]1[CH:4]=[CH:3][C:2]([CH:21]2[CH2:26][CH2:25][N:24]([C:27]([O:29][C:30]([CH3:33])([CH3:32])[CH3:31])=[O:28])[CH2:23][CH2:22]2)=[CH:7][C:6]=1[O:8][CH3:9] |f:2.3.4,^1:53,72|. Procedure: 5-chloro-2-nitroanisole (0.094 g, 0.50 mmol), 1,1-dimethylethyl 4-(4,4,5,5-tetramethyl-1,3,2-dioxaborolan-2-yl)-3,6-dihydro-1(2H)-pyridinecarboxylate (0.19 g, 0.60 mmol), Na2CO3 (0.16 g, 1.5 mmol) and bis(triphenylphosphine)palladium(II) chloride (0.019 g, 0.030 mmol) in dioxane (3 mL) and H2O (1.5 mL) was degassed for 30 min. The mixture was heated at 120° C. for 20 min in the microwave. Upon completion by TLC, the reaction was placed under H2 (1 atm.). The mixture was transferred to a separate...